This data is from the Open Reaction Database (ORD), a public repository of structured organic reaction records. The task is: describe an organic reaction: reactants, conditions, products, and yield Starting materials: CC(=O)O[BH-](OC(C)=O)OC(C)=O, O=C([O-])O, O=Cc1ccc(Cl)nc1, CC(Cl)Cl, [Na+], [Na+], c1ccc(C2CNCCO2)cc1. The product is Clc1ccc(CN2CCOC(c3ccccc3)C2)cn1. As a reaction SMILES: [C:22]([O:23][BH-:24]([O:25][C:26](=[O:27])[CH3:28])[O:29][C:30](=[O:31])[CH3:32])(=[O:33])[CH3:34].[C:36](=[O:37])([OH:38])[O-:39].[Cl:13][c:14]1[cH:15][cH:16][c:17]([CH:20]=[O:21])[cH:18][n:19]1.[Cl:41][CH:42]([Cl:43])[CH3:44].[Na+:35].[Na+:40].[c:1]1([CH:7]2[O:8][CH2:9][CH2:10][NH:11][CH2:12]2)[cH:2][cH:3][cH:4][cH:5][cH:6]1>>[c:1]1([CH:7]2[O:8][CH2:9][CH2:10][N:11]([CH2:20][c:17]3[cH:16][cH:15][c:14]([Cl:13])[n:19][cH:18]3)[CH2:12]2)[cH:2][cH:3][cH:4][cH:5][cH:6]1. Reactants: COCC=C1N=C(OC1=O)C (4-(2-methoxyethylidene)-2-methyl-5-oxazolone), C[O-].[Na+] (sodium methoxide). The solvent is CO (methanol). Yields the product COC(/C(=C/COC)/NC(C)=O)=O (Z-2-acetamido-4-methoxy-2-butenoic acid methyl ester). Reaction SMILES: [CH3:1][O:2][CH2:3][CH:4]=[C:5]1[C:9](=[O:10])[O:8][C:7]([CH3:11])=[N:6]1.[CH3:12][O-:13].[Na+]>CO>[CH3:12][O:13][C:9](=[O:10])/[C:5](/[NH:6][C:7](=[O:8])[CH3:11])=[CH:4]/[CH2:3][O:2][CH3:1] |f:1.2|. Procedure details: A solution consisting of 19 g (0.165 mol) of oxazolones 3 and 100 ml of methanol was treated with solid sodium methoxide until the reaction mixture was slightly basic (pH 9 as indicated by moist pH paper). The solution was stirred for 3/4 hr. at room temperature. The reaction mixture was concentrated in vacuo, and the residue taken up in 500 ml of ether. Petroleum ether (bp 35°-60°) was added until the solution was slightly turbid. An additional portion of ether was added to clear the turbidity ...